describe an organic reaction: reactants, conditions, products, and yield From a dataset of the Open Reaction Database (ORD), a public repository of structured organic reaction records. The reactants are Cl.FC1=CC=C(C(=O)C2CCNCC2)C=C1 (4-(4-fluorobenzoyl)piperidine hydrochloride), BrCC1=CC2=CC=CC=C2C=C1 (2-(bromomethyl)naphthalene), C([O-])(O)=O.[Na+] (sodium bicarbonate). Solvent: C(C)O (ethanol). Run at time 16 hour. Yields the product FC1=CC=C(C=C1)C(=O)C1CCN(CC1)CC1=CC2=CC=CC=C2C=C1 ((4-Fluorophenyl)[1-(2-naphthalenylmethyl)-4-piperidinyl]methanone). The yield is 54.8%. As a reaction SMILES: Cl.[F:2][C:3]1[CH:16]=[CH:15][C:6]([C:7]([CH:9]2[CH2:14][CH2:13][NH:12][CH2:11][CH2:10]2)=[O:8])=[CH:5][CH:4]=1.Br[CH2:18][C:19]1[CH:28]=[CH:27][C:26]2[C:21](=[CH:22][CH:23]=[CH:24][CH:25]=2)[CH:20]=1.C(=O)(O)[O-].[Na+]>C(O)C>[F:2][C:3]1[CH:4]=[CH:5][C:6]([C:7]([CH:9]2[CH2:14][CH2:13][N:12]([CH2:18][C:19]3[CH:28]=[CH:27][C:26]4[C:21](=[CH:22][CH:23]=[CH:24][CH:25]=4)[CH:20]=3)[CH2:11][CH2:10]2)=[O:8])=[CH:15][CH:16]=1 |f:0.1,3.4|. Procedure details: A mixture of 15.1 g (0.062 mol) 4-(4-fluorobenzoyl)piperidine hydrochloride, 13.77 g (0.062 mol) of 2-(bromomethyl)naphthalene and 13.6 g (0.16 mol) of sodium bicarbonate in 500 mL of absolute ethanol was stirred at room temperature for 16 hr. The solvent was partitioned between CH2Cl2 and dilute NaOH. The CH2Cl2 solution was dried (Na2SO4), and the solvent was removed in vacuo. The residue was recrystallized from 400 mL of methanol to give 11.81 g (54.9%) of white crystalline solid, mp 131°-134... Starting materials: Cl.COC1=CC=C(CN(N)C2=CC=C(C=C2)F)C=C1 (1-(4-methoxybenzyl)-1-(4-fluorophenyl)hydrazine hydrochloride), CCOC(=O)CC1CCCCC1=O (ethyl 2-cyclohexanone acetate). Product: COC1=CC=C(CN2C3=CC=C(C=C3C=3CCCC(C23)CC(=O)OCC)F)C=C1 (Ethyl 9-p-methoxybenzyl-6-fluoro-1,2,3,4-tetrahydrocarbazol-1-yl-acetate). RXN SMILES: Cl.[CH3:2][O:3][C:4]1[CH:19]=[CH:18][C:7]([CH2:8][N:9]([C:11]2[CH:16]=[CH:15][C:14]([F:17])=[CH:13][CH:12]=2)N)=[CH:6][CH:5]=1.[CH3:20][CH2:21][O:22][C:23]([CH2:25][CH:26]1[C:31](=O)[CH2:30][CH2:29][CH2:28][CH2:27]1)=[O:24]>>[CH3:2][O:3][C:4]1[CH:19]=[CH:18][C:7]([CH2:8][N:9]2[C:27]3[CH:26]([CH2:25][C:23]([O:22][CH2:21][CH3:20])=[O:24])[CH2:31][CH2:30][CH2:29][C:28]=3[C:16]3[C:11]2=[CH:12][CH:13]=[C:14]([F:17])[CH:15]=3)=[CH:6][CH:5]=1 |f:0.1|. Procedure: Following the procedure of Example 1, but using 1-(4-methoxybenzyl)-1-(4-fluorophenyl)hydrazine hydrochloride and ethyl 2-cyclohexanone acetate as starting materials, the title compound was prepared. Starting materials: CCC(C(=O)O)N(Cc1ccccc1)Cc1ccccc1, O=C(OCc1ccccc1)C(CC1CCC1)N(Cc1ccccc1)Cc1ccccc1. Yields the product O=C(O)C(CC1CCC1)N(Cc1ccccc1)Cc1ccccc1. As a reaction SMILES: [CH2:32]([N:33]([CH2:34][c:35]1[cH:36][cH:37][cH:38][cH:39][cH:40]1)[CH:41]([CH2:42][CH3:43])[C:44]([OH:45])=[O:46])[c:47]1[cH:48][cH:49][cH:50][cH:51][cH:52]1.[CH:1]1([CH2:5][CH:6]([C:7](=[O:8])[O:9][CH2:10][c:11]2[cH:12][cH:13][cH:14][cH:15][cH:16]2)[N:17]([CH2:18][c:19]2[cH:20][cH:21][cH:22][cH:23][cH:24]2)[CH2:25][c:26]2[cH:27][cH:28][cH:29][cH:30][cH:31]2)[CH2:2][CH2:3][CH2:4]1>>[CH:1]1([CH2:5][CH:6]([C:7](=[O:8])[OH:9])[N:17]([CH2:18][c:19]2[cH:20][cH:21][cH:22][cH:23][cH:24]2)[CH2:25][c:26]2[cH:27][cH:28][cH:29][cH:30][cH:31]2)[CH2:2][CH2:3][CH2:4]1. The reactants are C(C)O (ethanol), CN(C)CC1=C(C=C(S1)CSCCNC(=C[N+](=O)[O-])SC)C (1-{2-[[5-(dimethylamino)methyl-4-methyl-2-thienyl]methylthio]ethylamino}-1-methylthio-2-nitroethene), BrC=1C=C(C=CC1)C(CN)O ([2-(3-bromophenyl)-2-hydroxyethyl]amine), C(C)(C)O (isopropanol). Solvent: C(C)OCC (diethyl ether). Product: BrC=1C=C(C=CC1)C(CNC(=C[N+](=O)[O-])NCCSCC=1SC(=C(C1)C)CN(C)C)O (N-[2-(3-bromophenyl)-2-hydroxyethyl]-N'-{2-[[5-(dimethylamino)methyl-4-methyl-2-thienyl]methylthio]ethyl}-2-nitro-1,1-ethenediamine). The yield is 65.0%. Reaction SMILES: C(O)C.[CH3:4][N:5]([CH2:7][C:8]1[S:12][C:11]([CH2:13][S:14][CH2:15][CH2:16][NH:17][C:18](SC)=[CH:19][N+:20]([O-:22])=[O:21])=[CH:10][C:9]=1[CH3:25])[CH3:6].[Br:26][C:27]1[CH:28]=[C:29]([CH:33]([OH:36])[CH2:34][NH2:35])[CH:30]=[CH:31][CH:32]=1.C(O)(C)C>C(OCC)C>[Br:26][C:27]1[CH:28]=[C:29]([CH:33]([OH:36])[CH2:34][NH:35][C:18]([NH:17][CH2:16][CH2:15][S:14][CH2:13][C:11]2[S:12][C:8]([CH2:7][N:5]([CH3:4])[CH3:6])=[C:9]([CH3:25])[CH:10]=2)=[CH:19][N+:20]([O-:22])=[O:21])[CH:30]=[CH:31][CH:32]=1. Reported procedure: With 7.5 ml of ethanol were mixed 4.5 g of 1-{2-[[5-(dimethylamino)methyl-4-methyl-2-thienyl]methylthio]ethylamino}-1-methylthio-2-nitroethene and 3.5 g of DL-[2-(3-bromophenyl)-2-hydroxyethyl]amine, and the resulting mixture was subjected to reaction at room temperature for 30 hours. Thereto were added 5 ml of isopropanol and 30 ml of diethyl ether, and the mixture thus obtained was stirred, after which the crystals formed were collected by filtration. The crystals were recrystallized from 40 m... Conditions: time 15 minute. Run in C(Cl)(Cl)Cl.CC(=O)O (CHCl3 HOAc). The reactants are C(C)OC(=O)N1CCC2=C(C(C1)C)C=CS2 (4-Methyl-4,5,7,8-tetrahydro-thieno[2,3-d]azepine-6-carboxylic acid ethyl ester), BrN1C(CCC1=O)=O (N-Bromo-succinimide). Product: C(C)OC(=O)N1CCC2=C(C(C1)C)C=C(S2)Br (2-Bromo-4-methyl-4,5,7,8-tetrahydro-thieno[2,3-d]azepine-6-carboxylic acid ethyl ester). Reported procedure: The product of step d) (80 mg, 0.35 mmol) was dissolved in 2 mL of 1:1 CHCl3 /HOAc. N-Bromo-succinimide (62 mg, 0.35 mmol) was added and the reaction was stirred for 15 minutes. Concentration and purification by silica gel chromatography gave the subtitle compound as a yellow oil. As a reaction SMILES: [CH2:1]([O:3][C:4]([N:6]1[CH2:12][CH:11]([CH3:13])[C:10]2[CH:14]=[CH:15][S:16][C:9]=2[CH2:8][CH2:7]1)=[O:5])[CH3:2].[Br:17]N1C(=O)CCC1=O>C(Cl)(Cl)Cl.CC(O)=O>[CH2:1]([O:3][C:4]([N:6]1[CH2:12][CH:11]([CH3:13])[C:10]2[CH:14]=[C:15]([Br:17])[S:16][C:9]=2[CH2:8][CH2:7]1)=[O:5])[CH3:2] |f:2.3|. Reactants: CCn1cc(C#N)c2ccc(OC)cc21, C1CCOC1, CC(C)[N-]C(C)C, [K+], [K+], [Li+], O=C([O-])[O-], CN(C)C=O, Oc1ccc(I)cc1. Yields the product CCn1c(-c2ccc(O)cc2)c(C#N)c2ccc(OC)cc21. Reaction SMILES: [CH2:1]([CH3:2])[n:3]1[cH:4][c:5]([C:14]#[N:15])[c:6]2[cH:7][cH:8][c:9]([O:12][CH3:13])[cH:10][c:11]12.[CH2:38]1[O:39][CH2:40][CH2:41][CH2:42]1.[CH3:17][CH:18]([N-:19][CH:20]([CH3:21])[CH3:22])[CH3:23].[K+:32].[K+:33].[Li+:16].[O-:34][C:35]([O-:36])=[O:37].[O:43]=[CH:44][N:45]([CH3:46])[CH3:47].[OH:24][c:25]1[cH:26][cH:27][c:28]([I:29])[cH:30][cH:31]1>>[CH2:1]([CH3:2])[n:3]1[c:4](-[c:28]2[cH:27][cH:26][c:25]([OH:24])[cH:31][cH:30]2)[c:5]([C:14]#[N:15])[c:6]2[cH:7][cH:8][c:9]([O:12][CH3:13])[cH:10][c:11]12.